Dataset: the Open Reaction Database (ORD), a public repository of structured organic reaction records. Task: describe an organic reaction: reactants, conditions, products, and yield Starting materials: CCOC(=O)c1cn2c(cc(OC)c3ccc(OC)cc32)n1, CO, Cl, [Na+], [Na+], O=C([O-])[O-]. Yields the product COc1ccc2c(OC)cc3nc(C(=O)O)cn3c2c1. RXN SMILES: [CH3:1][O:2][c:3]1[cH:4][c:5]2[n:6]([c:7]3[cH:8][c:9]([O:13][CH3:14])[cH:10][cH:11][c:12]13)[cH:15][c:16]([C:18](=[O:19])[O:20][CH2:21][CH3:22])[n:17]2.[CH3:30][OH:31].[ClH:29].[Na+:23].[Na+:24].[O-:25][C:26](=[O:27])[O-:28]>>[CH3:1][O:2][c:3]1[cH:4][c:5]2[n:6]([c:7]3[cH:8][c:9]([O:13][CH3:14])[cH:10][cH:11][c:12]13)[cH:15][c:16]([C:18](=[O:19])[OH:20])[n:17]2. As a reaction SMILES: [Cl:1][C:2]1[CH:8]=[CH:7][CH:6]=[C:5]([Cl:9])[C:3]=1[NH2:4].Cl.C1C(O)=CC=CC=1C.[CH3:19][NH:20][C:21]#[N:22].[OH-].[Na+]>CCOCC>[ClH:1].[Cl:1][C:2]1[CH:8]=[CH:7][CH:6]=[C:5]([Cl:9])[C:3]=1[NH:4][C:21]([NH:20][CH3:19])=[NH:22] |f:4.5,7.8|. Yields the product Cl.ClC1=C(C(=CC=C1)Cl)NC(=N)NC (1-(2,6-dichlorophenyl)-3-methylguanidine hydrochloride). Procedure details: To 51 g (0.315 mole) of 2,6-dichloroaniline is added 0.4 moles of ethereal HCl and 200 ml of m-cresol. The mixture is then stirred and heated on a steam bath to drive off the ether and excess hydrogen chloride. To the resultant mixture is then added 17.7 g (0.315 mole) of methyl cyanamide then heated for 2 hours on a steam bath. The reaction mixture is then cooled, added to 150 ml of conc. sodium hydroxide solution, cooled and extracted with 2 liters of ether. The ether layer is washed with 2×1 ... Solvent: CCOCC (ether). Reactants: ClC1=C(N)C(=CC=C1)Cl (2,6-dichloroaniline), Cl (HCl), C1=C(C=CC=C1O)C (m-cresol), resultant mixture, CNC#N (methyl cyanamide), Cl (hydrogen chloride), [OH-].[Na+] (sodium hydroxide). Reactants: N#CC1CCC(C(=O)O)CC1, [Co], [H][H], N, N, O. Product: NCC1CCC(C(=O)O)CC1. Reaction SMILES: [C:4](#[N:5])[CH:6]1[CH2:7][CH2:8][CH:9]([C:12](=[O:13])[OH:14])[CH2:10][CH2:11]1.[Co:17].[H:15][H:16].[NH3:2].[NH3:3].[OH2:1]>>[CH2:4]([NH2:5])[CH:6]1[CH2:7][CH2:8][CH:9]([C:12](=[O:13])[OH:14])[CH2:10][CH2:11]1. Starting materials: CC#N, O=C(O)C1CCC1, Nc1ccc2ccc(Cl)nc2n1. The product is O=C(Nc1ccc2ccc(Cl)nc2n1)C1CCC1. As a reaction SMILES: [CH3:20][C:21]#[N:22].[CH:1]1([C:5](=[O:6])[OH:7])[CH2:2][CH2:3][CH2:4]1.[NH2:8][c:9]1[n:10][c:11]2[n:12][c:13]([Cl:19])[cH:14][cH:15][c:16]2[cH:17][cH:18]1>>[CH:1]1([C:5](=[O:7])[NH:8][c:9]2[n:10][c:11]3[n:12][c:13]([Cl:19])[cH:14][cH:15][c:16]3[cH:17][cH:18]2)[CH2:2][CH2:3][CH2:4]1. Procedure: To 7.7 g (25 mmol) of 3,4-dibenzyloxyaniline in 50 ml of 1:1 acetonitrile/water at 0° C. was added chloroacetyl chloride (3.0 ml) while keeping the pH at 6.5 with saturated aqueous potassium bicarbonate. When the pH remained constant for 15 minutes, an additional 3 ml of chloroacetyl chloride was added in small portions while maintaining the pH at 6.5. When the pH remained constant for 15 minutes, the acetonitrile was evaporated, and the resulting aqueous solution was filtered. The precipitate w... The product is ClCC(=O)NC1=CC(=C(C=C1)OCC1=CC=CC=C1)OCC1=CC=CC=C1 (2-Chloro-N-[3,4-bis(phenylmethoxy)phenyl]acetamide). Reaction conditions: time 15 minute. Reaction SMILES: [CH2:1]([O:8][C:9]1[CH:10]=[C:11]([CH:13]=[CH:14][C:15]=1[O:16][CH2:17][C:18]1[CH:23]=[CH:22][CH:21]=[CH:20][CH:19]=1)[NH2:12])[C:2]1[CH:7]=[CH:6][CH:5]=[CH:4][CH:3]=1.[Cl:24][CH2:25][C:26](Cl)=[O:27].C(=O)(O)[O-].[K+]>C(#N)C.O>[Cl:24][CH2:25][C:26]([NH:12][C:11]1[CH:13]=[CH:14][C:15]([O:16][CH2:17][C:18]2[CH:23]=[CH:22][CH:21]=[CH:20][CH:19]=2)=[C:9]([O:8][CH2:1][C:2]2[CH:3]=[CH:4][CH:5]=[CH:6][CH:7]=2)[CH:10]=1)=[O:27] |f:2.3,4.5|. The reactants are C(C1=CC=CC=C1)OC=1C=C(N)C=CC1OCC1=CC=CC=C1 (3,4-dibenzyloxyaniline), ClCC(=O)Cl (chloroacetyl chloride), ClCC(=O)Cl (chloroacetyl chloride), C([O-])(O)=O.[K+] (potassium bicarbonate). Solvent: C(C)#N.O (acetonitrile water). Starting materials: CN(C)C(=[N+](C)C)ON1C2=C(C=CC=C2)N=N1.[B-](F)(F)(F)F (TBTU), FC1=C(C(=O)O)C=CC=N1 (2-fluoronicotinic acid), Cl.CONC (N-methoxy-N-methylamine hydrochloride), C(C)(C)N(CC)C(C)C (diisopropylethylamine). Run in ClCCl (dichloromethane), ClCCl (dichloromethane). Yields the product FC1=C(C(=O)N(C)OC)C=CC=N1 (2-Fluoro-N-methoxy-N-methylnicotinamide). Yield: 80.0%. RXN SMILES: CN([C:4]([O:8][N:9]1N=NC2C=CC=C[C:10]1=2)=[N+](C)C)C.[B-](F)(F)(F)F.[F:23][C:24]1[N:32]=[CH:31][CH:30]=[CH:29][C:25]=1[C:26](O)=[O:27].Cl.CONC.C(N(C(C)C)CC)(C)C>ClCCl>[F:23][C:24]1[N:32]=[CH:31][CH:30]=[CH:29][C:25]=1[C:26]([N:9]([O:8][CH3:4])[CH3:10])=[O:27] |f:0.1,3.4|. Reported procedure: TBTU coupling agent (13 g, 40 mmol) was added to a solution of 2-fluoronicotinic acid (5.6 g, 40 mmol), N-methoxy-N-methylamine hydrochloride (4.4 g, 45 mmol) and diisopropylethylamine (16 ml, 0.1 mol) in dichloromethane (100 ml) under nitrogen. The reaction mixture was stirred at room temperature for eighteen hours. It was diluted with more dichloromethane (200 ml), washed with a 2M aqueous hydrochloric acid solution (50 ml), a saturated sodium bicarbonate solution (100 ml), and brine (100 ml).... Run in CN(C)C=O (DMF), hexanes, C(C)(=O)OCC (ethyl acetate). Reactants: C(C)C1=NNC2=CC(=CC=C12)C(=O)OC (methyl 3-ethyl-1H-indazol-6-yl-carboxylate), C1(CCCC1)Br (cyclopentyl bromide), [H-].[Na+] (NaH), C1COCCOCCOCCOCCO1 (15-crown-5). Reaction SMILES: [H-].[Na+].C1OCCOCCOCCOCCOC1.[CH2:18]([C:20]1[C:28]2[C:23](=[CH:24][C:25]([C:29]([O:31][CH3:32])=[O:30])=[CH:26][CH:27]=2)[NH:22][N:21]=1)[CH3:19].[CH:33]1(Br)[CH2:37][CH2:36][CH2:35][CH2:34]1>C(OCC)(=O)C.CN(C=O)C>[CH:33]1([N:22]2[C:23]3[C:28](=[CH:27][CH:26]=[C:25]([C:29]([O:31][CH3:32])=[O:30])[CH:24]=3)[C:20]([CH2:18][CH3:19])=[N:21]2)[CH2:37][CH2:36][CH2:35][CH2:34]1 |f:0.1|. The product is C1(CCCC1)N1N=C(C2=CC=C(C=C12)C(=O)OC)CC (methyl 1-cyclopentyl-3-ethyl-1H-indazol-6-yl-carboxylate), methyl 2-(cyclopentyl-3-ethyl)-2H-indazol-6-yl-carboxylate. Reaction conditions: time 3 hour. Procedure: To a flask containing 337 mg (8.4 mmol) of NaH (60% in mineral oil), 1.7 mL (8.4 mmol) of 15-crown-5 and 42 mL of DMF was added 860 mg (4.2 mmol) of methyl 3-ethyl-1H-indazol-6-yl-carboxylate. This mixture was stirred at room temperature for 3 hours and then 1.35 mL (12.6 mmol) of cyclopentyl bromide was added and the reaction was stirred at room temperature overnight. The solvent was removed and the residue was dissolved in 40 mL ethyl acetate, washed with 30 mL of water and 30 mL of brine, dri...